From a dataset of the Open Reaction Database (ORD), a public repository of structured organic reaction records. describe an organic reaction: reactants, conditions, products, and yield Starting materials: C(C)OC(CC(=O)C=CC1=C(C=CC=C1)C#N)=O (2-cyanobenzylideneacetoacetic acid ethyl ester), C(C)(C)O (isopropanol), C(C)O (ethanol), C(C)(C)OC(CC(N)=N)=O (amidinoacetic acid isopropyl ester). Product: C(C)OC(=O)C=1C(C(=C(NC1C)N)C(=O)OC(C)C)C1=C(C=CC=C1)C#N (2-amino-6-methyl-4-(2-cyanophenyl)-1,4-dihydropyridine-3,5-dicarboxylic acid 3-isopropyl ester 5-ethyl ester). The yield is 58.0%. As a reaction SMILES: C(OC(=O)C[C:6]([CH:8]=[CH:9][C:10]1[CH:15]=[CH:14][CH:13]=[CH:12][C:11]=1[C:16]#[N:17])=[O:7])C.[CH:19]([O:22][C:23](=[O:28])[CH2:24][C:25](=[NH:27])[NH2:26])([CH3:21])[CH3:20].[CH:29]([OH:32])(C)[CH3:30].[CH2:33](O)[CH3:34]>>[CH2:29]([O:32][C:6]([C:8]1[CH:9]([C:10]2[CH:15]=[CH:14][CH:13]=[CH:12][C:11]=2[C:16]#[N:17])[C:24]([C:23]([O:22][CH:19]([CH3:21])[CH3:20])=[O:28])=[C:25]([NH2:26])[NH:27][C:33]=1[CH3:34])=[O:7])[CH3:30]. Procedure: Upon boiling a solution of 12.2 g of 2-cyanobenzylideneacetoacetic acid ethyl ester and 7.2 g of amidinoacetic acid isopropyl ester in 200 ml of ethanol for 1 hour, 2-amino-6-methyl-4-(2-cyanophenyl)-1,4-dihydropyridine-3,5-dicarboxylic acid 3-isopropyl ester 5-ethyl ester of melting point 200°C (isopropanol) is obtained. Yield: 58% of theory. Reactants: C1CC(=O)N(C1=O)Br (NBS), BrC1=NC(=CC=C1)OC (2-bromo-6-methoxypyridine). Run in C(C)#N (acetonitrile). Reaction conditions: temperature 85 celsius, time 1 day. The product is BrC1=NC(=CC=C1Br)OC (2,3-dibromo-6-methoxypyridine). RXN SMILES: C1C(=O)N([Br:8])C(=O)C1.[Br:9][C:10]1[CH:15]=[CH:14][CH:13]=[C:12]([O:16][CH3:17])[N:11]=1>C(#N)C>[Br:9][C:10]1[C:15]([Br:8])=[CH:14][CH:13]=[C:12]([O:16][CH3:17])[N:11]=1. Reported procedure: NBS (302 g) was added to the compound of Example 259 (295 g) in acetonitrile (575 mL) and the mixture was stirred at 80 to 90° C. for 1 day in a nitrogen atmosphere. After cooling, the crystallized imide was removed by filtration and the filtrate was concentrated. Purification of the resulting residue by silica gel column chromatography (ether:petroleum ether=1:1) gave a 6:1 mixture of the title compound and 2,5-dibromo form. This product was crystallized from cold petroleum ether to afford the ...